This data is from the Open Reaction Database (ORD), a public repository of structured organic reaction records. The task is: describe an organic reaction: reactants, conditions, products, and yield Conditions: time 8 hour. Yield: 37.9%. Solvent: CN(C)C=O (DMF), CN(C)C=O (DMF). The reactants are C(O)([O-])=O.[Na+] (sodium hydrogen carbonate), O1C(=CC=C1)CNC1=C(C(=O)O)C=CC(=N1)C (2-[(2-furylmethyl)amino]-6-methylnicotinic acid), C1(=CC=CC=C1)C(O)(C1NCCC1)C1=CC=CC=C1 (diphenyl(pyrrolidin-2-yl)methanol), C=1C=CC2=C(C1)N=NN2O (HOBt), CCN=C=NCCCN(C)C.Cl (WSC.HCl). Reaction SMILES: [O:1]1[CH:5]=[CH:4][CH:3]=[C:2]1[CH2:6][NH:7][C:8]1[N:16]=[C:15]([CH3:17])[CH:14]=[CH:13][C:9]=1[C:10]([OH:12])=O.[C:18]1([C:24]([C:31]2[CH:36]=[CH:35][CH:34]=[CH:33][CH:32]=2)([CH:26]2[CH2:30][CH2:29][CH2:28][NH:27]2)[OH:25])[CH:23]=[CH:22][CH:21]=[CH:20][CH:19]=1.C1C=CC2N(O)N=NC=2C=1.CCN=C=NCCCN(C)C.Cl.C(=O)([O-])O.[Na+]>CN(C=O)C>[O:1]1[CH:5]=[CH:4][CH:3]=[C:2]1[CH2:6][NH:7][C:8]1[C:9]([C:10]([N:27]2[CH2:28][CH2:29][CH2:30][C@@H:26]2[C:24]([C:31]2[CH:36]=[CH:35][CH:34]=[CH:33][CH:32]=2)([C:18]2[CH:23]=[CH:22][CH:21]=[CH:20][CH:19]=2)[OH:25])=[O:12])=[CH:13][CH:14]=[C:15]([CH3:17])[N:16]=1 |f:3.4,5.6|. Procedure details: To a solution of 2-[(2-furylmethyl)amino]-6-methylnicotinic acid (13.9 mg) and diphenyl(pyrrolidin-2-yl)methanol (18.2 mg) in DMF (1.0 ml) was added a solution of HOBt (9.7 mg) and WSC.HCl (13.8 mg) in DMF (0.5 ml), and the mixture was stirred at room temperature overnight. The reaction mixture was poured into 2% aqueous sodium hydrogen carbonate, the mixture was extracted with ethyl acetate, and the extract was concentrated by a nitrogen gas blower. The residue was subjected to reversed-phase p... Product: O1C(=CC=C1)CNC1=NC(=CC=C1C(=O)N1[C@H](CCC1)C(O)(C1=CC=CC=C1)C1=CC=CC=C1)C ([(2R)-1-({2-[(2-furylmethyl)amino]-6-methylpyridin-3-yl}carbonyl)pyrrolidin-2-yl](diphenyl)methanol). The reactants are solution, Cl (hydrochloric acid), Cl (hydrochloric acid), solution, Cl (hydrochloric acid), ClC=1C=C(C=2N(C1)C(=C(N2)C)C(=O)NC2CN(C1=CC=CC=C21)C(=O)OC(C)(C)C)OCC2=C(C=CC=C2F)F (rac-tert-butyl 3-[({6-chloro-8-[(2,6-difluorobenzyl)oxy]-2-methylimidazo[1,2-a]pyridin-3-yl}carbonyl)amino]indolin-1-carboxylate), solution, Cl (hydrochloric acid). Solvent: C(C)OCC (diethyl ether), C(C)OCC (diethyl ether), C(C)OCC (diethyl ether), C(C)OCC (diethyl ether), C(C)OCC (diethyl ether), C(C)OCC (diethyl ether). Conditions: time 8 hour. Yields the product ClC=1C=C(C=2N(C1)C(=C(N2)C)C(=O)NC2CNC1=CC=CC=C21)OCC2=C(C=CC=C2F)F (rac-6-Chloro-8-[(2,6-difluorobenzyl)oxy]-N-(2,3-dihydro-1H-indol-3-yl)-2-methylimidazo[1,2-a]-pyridine-3-carboxamide). As a reaction SMILES: [Cl:1][C:2]1[CH:3]=[C:4]([O:31][CH2:32][C:33]2[C:38]([F:39])=[CH:37][CH:36]=[CH:35][C:34]=2[F:40])[C:5]2[N:6]([C:8]([C:12]([NH:14][CH:15]3[C:23]4[C:18](=[CH:19][CH:20]=[CH:21][CH:22]=4)[N:17](C(OC(C)(C)C)=O)[CH2:16]3)=[O:13])=[C:9]([CH3:11])[N:10]=2)[CH:7]=1.Cl>C(OCC)C>[Cl:1][C:2]1[CH:3]=[C:4]([O:31][CH2:32][C:33]2[C:34]([F:40])=[CH:35][CH:36]=[CH:37][C:38]=2[F:39])[C:5]2[N:6]([C:8]([C:12]([NH:14][CH:15]3[C:23]4[C:18](=[CH:19][CH:20]=[CH:21][CH:22]=4)[NH:17][CH2:16]3)=[O:13])=[C:9]([CH3:11])[N:10]=2)[CH:7]=1. Procedure details: 141 mg of rac-tert-butyl 3-[({6-chloro-8-[(2,6-difluorobenzyl)oxy]-2-methylimidazo[1,2-a]pyridin-3-yl}carbonyl)amino]indolin-1-carboxylate (Example 104A, 0.25 mmol) were dissolved in 1.2 ml of diethyl ether, 1.24 ml of a 2 M solution of hydrochloric acid in diethyl ether (2.48 mmol) were added and the mixture was stirred at RT overnight. 1.24 ml of a 2 M solution of hydrochloric acid in diethyl ether (2.48 mmol) were then added, and the mixture was stirred at RT for 3 d. 1.24 ml of a 2 M solutio... Reactants: C(#N)C=CC=1C=C(C=CC1)C1OCCO1 (2-[3-(2-cyanoethenyl)phenyl]-[1,3]dioxolane), Cl (hydrochloric acid). The solvent is O1CCCC1 (tetrahydrofuran). Run at time 8 hour. Product: C(#N)/C=C/C=1C=C(C=O)C=CC1 (trans-3-(2-cyanoethenyl)benzaldehyde). As a reaction SMILES: [C:1]([CH:3]=[CH:4][C:5]1[CH:6]=[C:7]([CH:11]2OCC[O:12]2)[CH:8]=[CH:9][CH:10]=1)#[N:2].Cl>O1CCCC1>[C:1](/[CH:3]=[CH:4]/[C:5]1[CH:6]=[C:7]([CH:8]=[CH:9][CH:10]=1)[CH:11]=[O:12])#[N:2]. Procedure details: 11.91 g of the cis-trans isomer mixture of 2-[3-(2-cyanoethenyl)phenyl]-[1,3]dioxolane was dissolved in 180 ml of tetrahydrofuran, and thereto 40 ml of 6 N hydrochloric acid was added dropwise under ice-cooling. After stirred at room temperature overnight, the reaction solution was concentrated under reduced pressure, and extracted with t-butyl methyl ether and then ethyl acetate. The organic layers were combined, and washed successively with an aqueous saturated sodium bicarbonate solution and ... The reactants are OBO, Cc1oc(-c2ccc(Br)cc2)nc1CCN1CCCC1C, Fc1ccccc1. Product: Cc1oc(-c2ccc(-c3cccc(F)c3)cc2)nc1CCN1CCCC1C. Reaction SMILES: [BH:1]([OH:2])[OH:3].[Br:11][c:12]1[cH:13][cH:14][c:15](-[c:18]2[o:19][c:20]([CH3:31])[c:21]([CH2:23][CH2:24][N:25]3[CH:26]([CH3:30])[CH2:27][CH2:28][CH2:29]3)[n:22]2)[cH:16][cH:17]1.[F:4][c:5]1[cH:6][cH:7][cH:8][cH:9][cH:10]1>>[F:4][c:5]1[cH:6][cH:7][cH:8][c:9](-[c:12]2[cH:13][cH:14][c:15](-[c:18]3[o:19][c:20]([CH3:31])[c:21]([CH2:23][CH2:24][N:25]4[CH:26]([CH3:30])[CH2:27][CH2:28][CH2:29]4)[n:22]3)[cH:16][cH:17]2)[cH:10]1.